From a dataset of the Open Reaction Database (ORD), a public repository of structured organic reaction records. describe an organic reaction: reactants, conditions, products, and yield Reactants: C(C1=CC=CC=C1)OC1=C(C=CCCl)C=CC=C1 (2-benzyloxy-cinnamyl chloride), NC=1SC=2CCNCCC2N1 (2-amino-4,5,7,8-tetrahydro-6 H-thiazolo[5,4-d]azepine), CCOCC (ether). The solvent is C(Cl)(Cl)Cl (chloroform). Product: NC=1SC=2CCN(CCC2N1)CC=CC1=C(C=CC=C1)OCC1=CC=CC=C1 (2-Amino-6-(3-(2-benzyloxy-phenyl)allyl)-4,5,7,8-tetrahydro-6H-thiazolo[5,4-d]azepine). The yield is 36.0%. As a reaction SMILES: [CH2:1]([O:8][C:9]1[CH:18]=[CH:17][CH:16]=[CH:15][C:10]=1[CH:11]=[CH:12][CH2:13]Cl)[C:2]1[CH:7]=[CH:6][CH:5]=[CH:4][CH:3]=1.[NH2:19][C:20]1[S:21][C:22]2[CH2:23][CH2:24][NH:25][CH2:26][CH2:27][C:28]=2[N:29]=1.CCOCC>C(Cl)(Cl)Cl>[NH2:19][C:20]1[S:21][C:22]2[CH2:23][CH2:24][N:25]([CH2:13][CH:12]=[CH:11][C:10]3[CH:15]=[CH:16][CH:17]=[CH:18][C:9]=3[O:8][CH2:1][C:2]3[CH:7]=[CH:6][CH:5]=[CH:4][CH:3]=3)[CH2:26][CH2:27][C:28]=2[N:29]=1. Procedure: Prepared from 2-benzyloxy-cinnamyl chloride and 2 equivalents of 2-amino-4,5,7,8-tetrahydro-6 H-thiazolo[5,4-d]azepine in chloroform for 5 hours at 50° C. Yield: 36% of theory, Melting point: 103°-107° C. (ether). Reactants: BrC1=CC=2C3=C(C=NC2C=C1)N(C(N3C=3C(=NN(C3)C)C)=O)C (8-bromo-1-(1,3-dimethyl-1H-pyrazol-4-yl)-3-methyl-1,3-dihydro-imidazo[4,5-c]quinolin-2-one), BrC1=CC=2C3=C(C=NC2C=C1)N(C(N3C=3C(=NN(C3)C)C)=O)C (8-bromo-1-(1,3-dimethyl-1H-pyrazol-4-yl)-3-methyl-1,3-dihydro-imidazo[4,5-c]quinolin-2-one), FC=1C=C(C=C(C1)O)B(O)O (3-fluoro-5-hydroxyphenylboronic acid). Yields the product CN1N=C(C(=C1)N1C(N(C=2C=NC=3C=CC(=CC3C21)C2=CC(=CC(=C2)O)F)C)=O)C (1-(1,3-Dimethyl-1H-pyrazol-4-yl)-8-(3-fluoro-5-hydroxy-phenyl)-3-methyl-1,3-dihydro-imidazo[4,5-c]quinolin-2-one). RXN SMILES: Br[C:2]1[CH:11]=[CH:10][C:9]2[N:8]=[CH:7][C:6]3[N:12]([CH3:23])[C:13](=[O:22])[N:14]([C:15]4[C:16]([CH3:21])=[N:17][N:18]([CH3:20])[CH:19]=4)[C:5]=3[C:4]=2[CH:3]=1.[F:24][C:25]1[CH:26]=[C:27](B(O)O)[CH:28]=[C:29]([OH:31])[CH:30]=1>>[CH3:20][N:18]1[CH:19]=[C:15]([N:14]2[C:5]3[C:4]4[CH:3]=[C:2]([C:27]5[CH:28]=[C:29]([OH:31])[CH:30]=[C:25]([F:24])[CH:26]=5)[CH:11]=[CH:10][C:9]=4[N:8]=[CH:7][C:6]=3[N:12]([CH3:23])[C:13]2=[O:22])[C:16]([CH3:21])=[N:17]1. Procedure details: The title compound was synthesized in a similar manner as described for Example 1.1 using 8-bromo-1-(1,3-dimethyl-1H-pyrazol-4-yl)-3-methyl-1,3-dihydro-imidazo[4,5-c]quinolin-2-one (Intermediate A, 40 mg, 0.107 mmol) and 3-fluoro-5-hydroxyphenylboronic acid (Combi-Blocks, San Diego, USA, 21 mg, 0.132 mmol) to give the title compound as a white solid. (HPLC: tR 2.58 min (Method A); M+H=404 MS-ES; 1H-NMR (d6-DMSO, 400 MHz) 10.09 (s, 1H), 8.96 (s, 1H), 8.17 (s, 1H), 8.10-8.03 (m, 1H), 7.87-7.80 (m,... The reactants are CC1=NN(C(=N1)C)C1=CC(=NC(=N1)C)[C@H]1[C@@H](C1)C=1N=C2N(C=CC=C2)C1I (2-((trans)-2-(6-(3,5-dimethyl-1H-1,2,4-triazol-1-yl)-2-methylpyrimidin-4-yl)cyclopropyl)-3-iodoimidazo[1,2-a]pyridine), C(CCC)[Sn](C=C)(CCCC)CCCC (tributyl(vinyl)stannane), [F-].[Cs+] (cesium fluoride), bis(tri-t-butylphosphine)palladium(O). Solvent: CCOC(=O)C (EtOAc). Reaction conditions: temperature 80 celsius. Yields the product CC1=NN(C(=N1)C)C1=CC(=NC(=N1)C)[C@H]1[C@@H](C1)C=1N=C2N(C=CC=C2)C1C=C (2-((trans)-2-(6-(3,5-dimethyl-1H-1,2,4-triazol-1-yl)-2-methylpyrimidin-4-yl)cyclopropyl)-3-vinylimidazo[1,2-a]pyridine). As a reaction SMILES: [CH3:1][C:2]1[N:6]=[C:5]([CH3:7])[N:4]([C:8]2[N:13]=[C:12]([CH3:14])[N:11]=[C:10]([C@@H:15]3[CH2:17][C@H:16]3[C:18]3[N:19]=[C:20]4[CH:25]=[CH:24][CH:23]=[CH:22][N:21]4[C:26]=3I)[CH:9]=2)[N:3]=1.[F-].[Cs+].[CH2:30]([Sn](CCCC)(CCCC)C=C)[CH2:31]CC>CCOC(C)=O>[CH3:1][C:2]1[N:6]=[C:5]([CH3:7])[N:4]([C:8]2[N:13]=[C:12]([CH3:14])[N:11]=[C:10]([C@@H:15]3[CH2:17][C@H:16]3[C:18]3[N:19]=[C:20]4[CH:25]=[CH:24][CH:23]=[CH:22][N:21]4[C:26]=3[CH:30]=[CH2:31])[CH:9]=2)[N:3]=1 |f:1.2|. Procedure details: To Example 8 (0.11 g, 0.23 mmol), cesium fluoride (0.14 g, 0.93 mmol) and bis(tri-t-butylphosphine)palladium(O) (18 mg, 0.04 mmol) under nitrogen was added degassed dioxane (2.3 mL) followed by tributyl(vinyl)stannane (0.30 mg, 0.93 mmol). The reaction was heated at 80° C. for 2 h and, after cooling to room temperature, was diluted with EtOAc (10 mL). The organic layer was washed with saturated aqueous sodium carbonate (2×10 mL), dried over sodium sulfate, filtered and concentrated in vacuo. The... The reactants are NaH2PO4, [Cl-].[Na+] (sodium chloride), COC(=O)C=1SC(=CC1C(C)C)C=O (5-Formyl-3-isopropyl-thiophene-2-carboxylic acid methyl ester), CC(C)=CC (2-methyl-2-butene), O1CCOCC1 (dioxane), Na2ClO2. Solvent: O (water). Reaction conditions: time 2 hour. Product: COC(=O)C=1SC(=CC1C(C)C)C(=O)O (3-Isopropyl-thiophene-2,5-dicarboxylic acid 2-methyl ester). Isolated yield 82.0%. As a reaction SMILES: [CH3:1][O:2][C:3]([C:5]1[S:6][C:7]([CH:13]=[O:14])=[CH:8][C:9]=1[CH:10]([CH3:12])[CH3:11])=[O:4].CC(=CC)C.[Cl-].[Na+].[O:22]1CCOCC1>O>[CH3:1][O:2][C:3]([C:5]1[S:6][C:7]([C:13]([OH:22])=[O:14])=[CH:8][C:9]=1[CH:10]([CH3:11])[CH3:12])=[O:4] |f:2.3|. Procedure: To a solution of 5-Formyl-3-isopropyl-thiophene-2-carboxylic acid methyl ester (0.51 g, 2.40 mmol) in dioxane (12 ml) was added 2-methyl-2-butene (3 ml) and a solution of Na2ClO2 (0.65 g, 7.21 mmol) and NaH2PO4 (0.79 g) in water (3 ml). The mixture was stirred at rt for 2 h. The solution was saturated with sodium chloride, then successively extracted with EtOAc. The combined organic layers were dried over Na2SO4 and concentrated under reduced pressure to afford the desired product (0.45 g, 82% y... Starting materials: C(C(=C)C)(=O)Cl (methacryloyl chloride), C(CN)N (ethylenediamine), Cl (HCl). Run in C(Cl)(Cl)Cl (chloroform), O (water). Conditions: temperature 0 celsius, time 2 hour. Product: Cl.C(C(=C)C)(=O)NCCN (N-methacryloyl-ethylenediamine monohydrochloride), oil. Yield: 58.0%. Reaction SMILES: [CH2:1]([NH2:4])[CH2:2][NH2:3].Cl.[C:6]([Cl:11])(=[O:10])[C:7]([CH3:9])=[CH2:8]>O.C(Cl)(Cl)Cl>[ClH:11].[C:6]([NH:3][CH2:2][CH2:1][NH2:4])(=[O:10])[C:7]([CH3:9])=[CH2:8] |f:5.6|. Reported procedure: A solution of ethylenediamine (15 mmol, 10.1 cm3) in water (150 cm3) at 0° C. was adjusted to pH 8.5 with 3N HCl. To this, was added a solution of methacryloyl chloride (16.5 mmol, 16.1 cm3) in chloroform (100 cm3), dropwise, over 2 h. After the addition was complete, the reaction mixture was stirred at 0° C. for a further 2 h. The organic and aqueous layers were then separated, and the aqueous layer extracted with chloroform (3×50 cm3). The aqueous layer was then collected and conc. in vacuo (f... The reactants are C=CCCCCN(C)C(=O)C1CC(Oc2cc(-c3cccc(C)n3)nc3c(C)c(OC)ccc23)CC1C(=O)NC1(C(=O)OCC)CC1C=C, ClCCCl. The product is CCOC(=O)C12CC1C=CCCCCN(C)C(=O)C1CC(Oc3cc(-c4cccc(C)n4)nc4c(C)c(OC)ccc34)CC1C(=O)N2. RXN SMILES: [CH2:1]([CH3:2])[O:3][C:4](=[O:5])[C:6]1([NH:11][C:12](=[O:13])[CH:14]2[CH:15]([C:40]([N:41]([CH3:42])[CH2:43][CH2:44][CH2:45][CH2:46][CH:47]=[CH2:48])=[O:49])[CH2:16][CH:17]([O:19][c:20]3[cH:21][c:22](-[c:33]4[n:34][c:35]([CH3:39])[cH:36][cH:37][cH:38]4)[n:23][c:24]4[c:25]([CH3:32])[c:26]([O:30][CH3:31])[cH:27][cH:28][c:29]34)[CH2:18]2)[CH:7]([CH:9]=[CH2:10])[CH2:8]1.[Cl:50][CH2:51][CH2:52][Cl:53]>>[CH2:1]([CH3:2])[O:3][C:4](=[O:5])[C:6]12[CH:7]([CH2:8]1)[CH:9]=[CH:10][CH2:46][CH2:45][CH2:44][CH2:43][N:41]([CH3:42])[C:40](=[O:49])[CH:15]1[CH:14]([C:12](=[O:13])[NH:11]2)[CH2:18][CH:17]([O:19][c:20]2[cH:21][c:22](-[c:33]3[n:34][c:35]([CH3:39])[cH:36][cH:37][cH:38]3)[n:23][c:24]3[c:25]([CH3:32])[c:26]([O:30][CH3:31])[cH:27][cH:28][c:29]23)[CH2:16]1.